This data is from the Open Reaction Database (ORD), a public repository of structured organic reaction records. The task is: describe an organic reaction: reactants, conditions, products, and yield The reactants are Cl.N[C@@H]1CC[C@H](CC1)NC(=O)C1=C(NC2=C1N=CN=C2C2=C(C=CC(=C2)C)OCC2CC2)C (N-(trans-4-aminocyclohexyl)-4-[2-(cyclopropylmethoxy)-5-methylphenyl]-6-methyl-5H-pyrrolo[3,2-d]pyrimidine-7-carboxamide hydrochloride), C(C)(=O)Cl (acetyl chloride). The product is C(C)(=O)N[C@@H]1CC[C@H](CC1)NC(=O)C1=C(NC2=C1N=CN=C2C2=C(C=CC(=C2)C)OCC2CC2)C (N-[trans-4-(acetylamino)cyclohexyl]-4-[2-(cyclopropylmethoxy)-5-methylphenyl]-6-methyl-5H-pyrrolo[3,2-d]pyrimidine-7-carboxamide). Reaction SMILES: Cl.[NH2:2][C@H:3]1[CH2:8][CH2:7][C@H:6]([NH:9][C:10]([C:12]2[C:16]3[N:17]=[CH:18][N:19]=[C:20]([C:21]4[CH:26]=[C:25]([CH3:27])[CH:24]=[CH:23][C:22]=4[O:28][CH2:29][CH:30]4[CH2:32][CH2:31]4)[C:15]=3[NH:14][C:13]=2[CH3:33])=[O:11])[CH2:5][CH2:4]1.[C:34](Cl)(=[O:36])[CH3:35]>>[C:34]([NH:2][C@H:3]1[CH2:8][CH2:7][C@H:6]([NH:9][C:10]([C:12]2[C:16]3[N:17]=[CH:18][N:19]=[C:20]([C:21]4[CH:26]=[C:25]([CH3:27])[CH:24]=[CH:23][C:22]=4[O:28][CH2:29][CH:30]4[CH2:31][CH2:32]4)[C:15]=3[NH:14][C:13]=2[CH3:33])=[O:11])[CH2:5][CH2:4]1)(=[O:36])[CH3:35] |f:0.1|. Procedure: Starting from N-(trans-4-aminocyclohexyl)-4-[2-(cyclopropylmethoxy)-5-methylphenyl]-6-methyl-5H-pyrrolo[3,2-d]pyrimidine-7-carboxamide hydrochloride (example D.f29) and commercially available acetyl chloride the title compound is obtained as colorless solid. Reaction conditions: time 2 hour. The solvent is C(Cl)Cl (methylene chloride). Procedure: 29.1 g of the dodecyloxybenzoic acid was dissolved in 300 ml of methylene chloride, 1 ml of N,N-dimethylformamide was added, and 24 g of thionyl chloride was added dropwise over about 30 min under heating and reflux. After the addition the heating and refluxing were continued for 2 hours further, and concentration was conducted, to obtain 2-dodecyloxybenzoic acid chloride. Yields the product C(CCCCCCCCCCC)OC1=C(C(=O)Cl)C=CC=C1 (2-dodecyloxybenzoic acid chloride). Reactants: CN(C=O)C (N,N-dimethylformamide), C(CCCCCCCCCCC)OC1=C(C(=O)O)C=CC=C1 (dodecyloxybenzoic acid), S(=O)(Cl)Cl (thionyl chloride). RXN SMILES: [CH2:1]([O:13][C:14]1[CH:22]=[CH:21][CH:20]=[CH:19][C:15]=1[C:16](O)=[O:17])[CH2:2][CH2:3][CH2:4][CH2:5][CH2:6][CH2:7][CH2:8][CH2:9][CH2:10][CH2:11][CH3:12].CN(C)C=O.S(Cl)([Cl:30])=O>C(Cl)Cl>[CH2:1]([O:13][C:14]1[CH:22]=[CH:21][CH:20]=[CH:19][C:15]=1[C:16]([Cl:30])=[O:17])[CH2:2][CH2:3][CH2:4][CH2:5][CH2:6][CH2:7][CH2:8][CH2:9][CH2:10][CH2:11][CH3:12]. Reactants: CCOC(=O)C(CC(C)(C)c1ccc(C)c(Cl)c1OC)(O[Si](C)(C)C)C(F)(F)F, CCCC[N+](CCCC)(CCCC)CCCC, [F-], C1CCOC1, O, O, O, O. Yields the product CCOC(=O)C(O)(CC(C)(C)c1ccc(C)c(Cl)c1OC)C(F)(F)F. Reaction SMILES: [CH2:1]([CH3:2])[O:3][C:4]([C:5]([CH2:6][C:7]([CH3:8])([CH3:9])[c:10]1[c:11]([O:18][CH3:19])[c:12]([Cl:17])[c:13]([CH3:16])[cH:14][cH:15]1)([O:20][Si:21]([CH3:22])([CH3:23])[CH3:24])[C:25]([F:26])([F:27])[F:28])=[O:29].[CH2:34]([N+:35]([CH2:36][CH2:37][CH2:38][CH3:39])([CH2:40][CH2:41][CH2:42][CH3:43])[CH2:44][CH2:45][CH2:46][CH3:47])[CH2:48][CH2:49][CH3:50].[F-:33].[O:51]1[CH2:52][CH2:53][CH2:54][CH2:55]1.[OH2:30].[OH2:31].[OH2:32].[OH2:56]>>[CH2:1]([CH3:2])[O:3][C:4]([C:5]([CH2:6][C:7]([CH3:8])([CH3:9])[c:10]1[c:11]([O:18][CH3:19])[c:12]([Cl:17])[c:13]([CH3:16])[cH:14][cH:15]1)([OH:20])[C:25]([F:26])([F:27])[F:28])=[O:29]. The reactants are COc1ccc(C2=NN(C3CCNCC3)C(=O)C2(C)C)cc1OC, O=C(O)c1cncc2ccccc12. Yields the product COc1ccc(C2=NN(C3CCN(C(=O)c4cncc5ccccc45)CC3)C(=O)C2(C)C)cc1OC. RXN SMILES: [CH3:1][O:2][c:3]1[cH:4][c:5]([C:11]2=[N:15][N:14]([CH:16]3[CH2:17][CH2:18][NH:19][CH2:20][CH2:21]3)[C:13](=[O:22])[C:12]2([CH3:23])[CH3:24])[cH:6][cH:7][c:8]1[O:9][CH3:10].[cH:25]1[n:26][cH:27][c:28]([C:35](=[O:36])[OH:37])[c:29]2[cH:30][cH:31][cH:32][cH:33][c:34]12>>[CH3:1][O:2][c:3]1[cH:4][c:5]([C:11]2=[N:15][N:14]([CH:16]3[CH2:17][CH2:18][N:19]([C:35]([c:28]4[cH:27][n:26][cH:25][c:34]5[c:29]4[cH:30][cH:31][cH:32][cH:33]5)=[O:36])[CH2:20][CH2:21]3)[C:13](=[O:22])[C:12]2([CH3:23])[CH3:24])[cH:6][cH:7][c:8]1[O:9][CH3:10]. The reactants are CCOc1cc(C2=NNCCC2)ccc1OC, Cc1nc(-c2cnccn2)sc1C(=O)Cl. Yields the product CCOc1cc(C2=NN(C(=O)c3sc(-c4cnccn4)nc3C)CCC2)ccc1OC. RXN SMILES: [CH2:1]([CH3:2])[O:3][c:4]1[cH:5][c:6]([C:12]2=[N:13][NH:14][CH2:15][CH2:16][CH2:17]2)[cH:7][cH:8][c:9]1[O:10][CH3:11].[CH3:18][c:19]1[n:20][c:21](-[c:27]2[n:28][cH:29][cH:30][n:31][cH:32]2)[s:22][c:23]1[C:24](=[O:25])[Cl:26]>>[CH2:1]([CH3:2])[O:3][c:4]1[cH:5][c:6]([C:12]2=[N:13][N:14]([C:24]([c:23]3[c:19]([CH3:18])[n:20][c:21](-[c:27]4[n:28][cH:29][cH:30][n:31][cH:32]4)[s:22]3)=[O:25])[CH2:15][CH2:16][CH2:17]2)[cH:7][cH:8][c:9]1[O:10][CH3:11].